The task is: describe an organic reaction: reactants, conditions, products, and yield. This data is from the Open Reaction Database (ORD), a public repository of structured organic reaction records. RXN SMILES: [CH2:1]([O:8][C:9]([NH:11][C:12]1[CH:13]=[C:14]2[C:19](=[CH:20][CH:21]=1)[NH:18][N:17]=[C:16]([C:22]([O:24][CH2:25][CH3:26])=[O:23])[CH2:15]2)=[O:10])[C:2]1[CH:7]=[CH:6][CH:5]=[CH:4][CH:3]=1>C(OCC)(=O)C.[O-2].[O-2].[Mn+4]>[CH2:1]([O:8][C:9]([NH:11][C:12]1[CH:13]=[C:14]2[C:19](=[CH:20][CH:21]=1)[N:18]=[N:17][C:16]([C:22]([O:24][CH2:25][CH3:26])=[O:23])=[CH:15]2)=[O:10])[C:2]1[CH:3]=[CH:4][CH:5]=[CH:6][CH:7]=1 |f:2.3.4|. Reagents/catalysts: [O-2].[O-2].[Mn+4] (manganese dioxide). The reactants are C(C1=CC=CC=C1)OC(=O)NC=1C=C2CC(=NNC2=CC1)C(=O)OCC (ethyl 6-(benzyloxycarbonylamino)-1,4-dihydrocinnolin-3-yl carboxylate). Procedure details: A solution of ethyl 6-(benzyloxycarbonylamino)-1,4-dihydrocinnolin-3-yl carboxylate in ethyl acetate (obtained as described below) was heated to reflux temperature and manganese dioxide (20 g.) was added. The mixture was heated under reflux for 30 minutes, filtered, and the filtrate evaporated in vacuo to approximately 25 ml. Petroleum ether (b.p. 60°-80° C.; 75 ml.) was added and the mixture filtered to give, as solid residue, ethyl 6-(benzyloxycarbonylamino)cinnolin-3-yl carboxylate, m.p. 205°... Yields the product C(C1=CC=CC=C1)OC(=O)NC=1C=C2C=C(N=NC2=CC1)C(=O)OCC (ethyl 6-(benzyloxycarbonylamino)cinnolin-3-yl carboxylate). Solvent: C(C)(=O)OCC (ethyl acetate). The reactants are N[C@@H](CC(=O)OC(C)(C)C)COCOC (tert-butyl(3S)-3-amino-4-(methoxymethoxy)butanoate), C(C)(C)N(CC)C(C)C (diisopropylethylamine), BrCC(=O)OC (methyl bromoacetate), C(C)(C)N(CC)C(C)C (diisopropylethylamine), BrCC(=O)OC (methyl bromoacetate), C(C)(C)N(CC)C(C)C (diisopropylethylamine), ClC(=O)OCC=C (allyl chloroformate). The solvent is CO (methanol), O (water). Conditions: temperature 60 celsius, time 1 hour. The product is C(C=C)OC(=O)N([C@@H](CC(=O)OC(C)(C)C)COCOC)CC(=O)OC (tert-butyl (3S)-3-[[(allyloxy)carbonyl](2-methoxy-2-oxoethyl)amino]-4-(methoxymethoxy)butanoate). Yield: 70.8%. As a reaction SMILES: [NH2:1][C@H:2]([CH2:11][O:12][CH2:13][O:14][CH3:15])[CH2:3][C:4]([O:6][C:7]([CH3:10])([CH3:9])[CH3:8])=[O:5].C(N(C(C)C)CC)(C)C.Br[CH2:26][C:27]([O:29][CH3:30])=[O:28].Cl[C:32]([O:34][CH2:35][CH:36]=[CH2:37])=[O:33]>CO.O>[CH2:35]([O:34][C:32]([N:1]([CH2:26][C:27]([O:29][CH3:30])=[O:28])[C@H:2]([CH2:11][O:12][CH2:13][O:14][CH3:15])[CH2:3][C:4]([O:6][C:7]([CH3:10])([CH3:8])[CH3:9])=[O:5])=[O:33])[CH:36]=[CH2:37]. Procedure details: To a solution of tert-butyl(3S)-3-amino-4-(methoxymethoxy)butanoate (9.7 g, 44 mmol) and diisopropylethylamine (11.5 ml, 66 mmol) in methanol (300 ml) was dropped at room temperature methyl bromoacetate (6.2 ml, 66 mmol). The solution was stirred for 1 hour at 60° C. Additional methyl bromoacetate (2.1 ml, 22 mmol) and diisopropylethylamine (3.8 ml, 22 mmol) were added thereto and the mixture was stirred for 1 hour, cooled to room temperature and the solvent was removed. The residue was dissolve... Starting materials: 4-Amino-5-chloro-2-methoxyacetophenone, [Cl-].[NH4+] (ammonium chloride), C(C)(C)[N-]C(C)C.[Li+] (lithium diisopropylamide), C1CCOC1 (THF), C(C)(=O)OCC.CCCCCC (Ethyl acetate hexane), N1=CC=C(C=C1)C=O (Pyridine-4-carboxaldehyde), C1CCOC1 (THF). Conditions: temperature 0 celsius, time 15 minute. Yields the product NC1=CC(=C(C=C1Cl)C(CC(C1=CC=NC=C1)O)=O)OC (1-(4-amino-5-chloro-2-methoxyphenyl)-3-hydroxy-3-(pyridin-4-yl)propan-1-one). As a reaction SMILES: C([N-]C(C)C)(C)C.[Li+].[N:9]1[CH:14]=[CH:13][C:12]([CH:15]=[O:16])=[CH:11][CH:10]=1.[Cl-:17].[NH4+:18].[C:19]([O:22][CH2:23][CH3:24])(=O)C.CC[CH2:27][CH2:28][CH2:29][CH3:30].C1C[O:34][CH2:33][CH2:32]1>>[NH2:18][C:29]1[C:28]([Cl:17])=[CH:27][C:24]([C:33](=[O:34])[CH2:32][CH:15]([OH:16])[C:12]2[CH:13]=[CH:14][N:9]=[CH:10][CH:11]=2)=[C:23]([O:22][CH3:19])[CH:30]=1 |f:0.1,3.4,5.6|. Procedure details: 4-Amino-5-chloro-2-methoxyacetophenone (12.75 g, 64 mmol), prepared as in Example 5, was suspended in THF (125 mL). The suspension was added to a -50° C. solution of lithium diisopropylamide (16.1 g, 150 mmol) in THF (200 mL) and the mixture was stirred at 0° C. for 15 minutes. Pyridine-4-carboxaldehyde (8.0 g, 75 mmol) was added and the mixture was allowed to warm to 5° C. Aqueous ammonium chloride was added and the mixture was extracted three times with ethyl acetate. The combined extracts wer... Reactants: CC(C)C[Al+]CC(C)C, CCOC(=O)C=C(CC)C(F)(F)F, [H-], C1CCOC1, O=S(=O)(O)O. Product: CCC(=CCO)C(F)(F)F. As a reaction SMILES: [CH2:15]([Al+:16][CH2:17][CH:18]([CH3:19])[CH3:20])[CH:21]([CH3:22])[CH3:23].[F:1][C:2]([C:3](=[CH:4][C:5](=[O:6])[O:7][CH2:8][CH3:9])[CH2:10][CH3:11])([F:12])[F:13].[H-:14].[O:29]1[CH2:30][CH2:31][CH2:32][CH2:33]1.[S:24](=[O:25])(=[O:26])([OH:27])[OH:28]>>[F:1][C:2]([C:3](=[CH:4][CH2:5][OH:6])[CH2:10][CH3:11])([F:12])[F:13].